From a dataset of the Open Reaction Database (ORD), a public repository of structured organic reaction records. describe an organic reaction: reactants, conditions, products, and yield Starting materials: OC1=CC=NN1C1=NC=CC(=C1)C#N (2-(5-hydroxy-1H-pyrazol-1-yl)pyridine-4-carbonitrile), COC1=C(C=CC(=C1)C)CO ((2-methoxy-4-methylphenyl)methanol). Product: COC1=C(C=CC(=C1)C)COC1=CC=NN1C1=NC=CC(=C1)C#N (2-[5-[(2-methoxy-4-methylphenyl)methoxy]pyrazol-1-yl]pyridine-4-carbonitrile). RXN SMILES: [OH:1][C:2]1[N:6]([C:7]2[CH:12]=[C:11]([C:13]#[N:14])[CH:10]=[CH:9][N:8]=2)[N:5]=[CH:4][CH:3]=1.[CH3:15][O:16][C:17]1[CH:22]=[C:21]([CH3:23])[CH:20]=[CH:19][C:18]=1[CH2:24]O>>[CH3:15][O:16][C:17]1[CH:22]=[C:21]([CH3:23])[CH:20]=[CH:19][C:18]=1[CH2:24][O:1][C:2]1[N:6]([C:7]2[CH:12]=[C:11]([C:13]#[N:14])[CH:10]=[CH:9][N:8]=2)[N:5]=[CH:4][CH:3]=1. Reported procedure: The title compound was prepared from 2-(5-hydroxy-1H-pyrazol-1-yl)pyridine-4-carbonitrile and (2-methoxy-4-methylphenyl)methanol according to the procedure for the preparation of Example 39, part C. 1H NMR (400 MHz, CDCl3): δ 3.37 (3H, s), 3.89 (3H, s), 5.23 (2H, s), 5.80 (1H, d, J=2.0 Hz), 6.76-6.79 (2H, m), 7.24-7.26 (1H, m), 7.37 (1H, dd, J=1.2 Hz, 4.8 Hz), 7.58 (1H, d, J=1.6 Hz), 8.08 (1H, s), 8.70 (1H, d, J=4.4 Hz). [M+H] Calc'd for C18H16N4O2, 321. Found, 321. Starting materials: CO (MeOH), IC=1OC(=CN1)C=1C=C2C(=NNC2=CC1)C (5-(2-iodooxazol-5-yl)-3-methyl-1H-indazole), C(C1=CC=CC=C1)N (benzyl amine), CN1CCCC1=O (NMP), IC=1OC(=CN1)C=1C=C2C(=NNC2=CC1)C (5-(2-iodooxazol-5-yl)-3-methyl-1H-indazole). Run in C(Cl)Cl (DCM). Conditions: temperature 165 celsius. The product is C(C1=CC=CC=C1)NC=1OC(=CN1)C=1C=C2C(=NNC2=CC1)C (N-Benzyl-5-(3-methyl-1H-indazol-5-yl)oxazol-2-amine). Isolated yield 30.0%. As a reaction SMILES: I[C:2]1[O:3][C:4]([C:7]2[CH:8]=[C:9]3[C:13](=[CH:14][CH:15]=2)[NH:12][N:11]=[C:10]3[CH3:16])=[CH:5][N:6]=1.[CH2:17]([NH2:24])[C:18]1[CH:23]=[CH:22][CH:21]=[CH:20][CH:19]=1.CN1C(=O)CCC1.CO>C(Cl)Cl>[CH2:17]([NH:24][C:2]1[O:3][C:4]([C:7]2[CH:8]=[C:9]3[C:13](=[CH:14][CH:15]=2)[NH:12][N:11]=[C:10]3[CH3:16])=[CH:5][N:6]=1)[C:18]1[CH:23]=[CH:22][CH:21]=[CH:20][CH:19]=1. Reported procedure: The title compound was prepared from 5-(2-iodooxazol-5-yl)-3-methyl-1H-indazole, Scheme 5. A glass microwave reaction vessel was charged with 5-(2-iodooxazol-5-yl)-3-methyl-1H-indazole (0.050 g, 154 μmol), benzyl amine (0.120 mL, 1100 μmol) and NMP (1.0 mL). The reaction mixture was stirred and heated in a Smith Synthesizer® microwave reactor (Personal Chemistry, Inc., Upssala, Sweden) at 165° C. for 10 minutes. The obtained product was adsorbed onto a plug of silica gel and chromatographed thro... The reactants are C([O-])(O)=O.[K+] (potassium bicarbonate), C(C)(=O)N1N=C(C(=C1C)CC1=CC=C(C=C1)OC(C)C)O[C@H]1[C@H](OC(C(C)(C)C)=O)[C@@H](OC(C(C)(C)C)=O)[C@H](OC(C(C)(C)C)=O)[C@H](O1)COC(C(C)(C)C)=O (1-acetyl-4-[(4-isopropoxyphenyl)-methyl]-5-methyl-3-(2,3,4,6-tetra-O-pivaloyl-β-D-glucopyranosyloxy)-1H-pyrazole), C(C)(=O)O (acetic acid). Run in CO (methanol), O (water). The product is C(C)(C)OC1=CC=C(C=C1)CC=1C(=NNC1C)O[C@H]1[C@H](OC(C(C)(C)C)=O)[C@@H](OC(C(C)(C)C)=O)[C@H](OC(C(C)(C)C)=O)[C@H](O1)COC(C(C)(C)C)=O (4-[(4-isopropoxyphenyl)methyl]-5-methyl-3-(2,3,4,6-tetra-O-pivaloyl-β-D-glucopyranosyloxy)-1H-pyrazole). Isolated yield 94.0%. RXN SMILES: C([N:4]1[C:8]([CH3:9])=[C:7]([CH2:10][C:11]2[CH:16]=[CH:15][C:14]([O:17][CH:18]([CH3:20])[CH3:19])=[CH:13][CH:12]=2)[C:6]([O:21][C@@H:22]2[O:48][C@H:47]([CH2:49][O:50][C:51](=[O:56])[C:52]([CH3:55])([CH3:54])[CH3:53])[C@@H:39]([O:40][C:41](=[O:46])[C:42]([CH3:45])([CH3:44])[CH3:43])[C@H:31]([O:32][C:33](=[O:38])[C:34]([CH3:37])([CH3:36])[CH3:35])[C@H:23]2[O:24][C:25](=[O:30])[C:26]([CH3:29])([CH3:28])[CH3:27])=[N:5]1)(=O)C.C(=O)(O)[O-].[K+].C(O)(=O)C>CO.O>[CH:18]([O:17][C:14]1[CH:13]=[CH:12][C:11]([CH2:10][C:7]2[C:6]([O:21][C@@H:22]3[O:48][C@H:47]([CH2:49][O:50][C:51](=[O:56])[C:52]([CH3:53])([CH3:55])[CH3:54])[C@@H:39]([O:40][C:41](=[O:46])[C:42]([CH3:45])([CH3:44])[CH3:43])[C@H:31]([O:32][C:33](=[O:38])[C:34]([CH3:35])([CH3:37])[CH3:36])[C@H:23]3[O:24][C:25](=[O:30])[C:26]([CH3:29])([CH3:28])[CH3:27])=[N:5][NH:4][C:8]=2[CH3:9])=[CH:16][CH:15]=1)([CH3:20])[CH3:19] |f:1.2|. Procedure: To a suspension of 1-acetyl-4-[(4-isopropoxyphenyl)-methyl]-5-methyl-3-(2,3,4,6-tetra-O-pivaloyl-β-D-glucopyranosyloxy)-1H-pyrazole (1.00 g) in methanol (10 mL) was added potassium bicarbonate (0.038 g) under stirring at room temperature. The suspension turned into a solution by heating to reflux, and the mixture was stirred for further 2 hours. After confirming the completion of the reaction, a solution of glacial acetic acid (0.022 g) in water (10 mL) was added to the mixture at 60° C. to prec...